Dataset: the Open Reaction Database (ORD), a public repository of structured organic reaction records. Task: describe an organic reaction: reactants, conditions, products, and yield RXN SMILES: [C@@H:1]12OC[C@@H]([O:7]1)C=C[C@@H:2]2[OH:3].C[N+]1([O-])[CH2:16][CH2:15][O:14][CH2:13][CH2:12]1.CC(C)=[O:20].S([O-])([O-])=O.[Na+].[Na+].[OH2:28]>[Os](=O)(=O)(=O)=O>[C@@H:13]12[O:20][CH2:16][C@@H:15]([O:14]1)[C@@H:1]([OH:7])[C@@H:2]([OH:3])[C@@H:12]2[OH:28] |f:3.4.5|. Reagents/catalysts: [Os](=O)(=O)(=O)=O (osmium tetroxide). Reported procedure: 3.84 g (30.0 mmol) of the compound (2) obtained in step a), 0.76 g (3.0 mmol) of osmium tetroxide, and 7.03 g (60.0 mmol) of N-methyl morpholin-N-oxide were dissolved in a mixed solvent consisting of 8 parts of acetone and 1 part of water, and the resultant solution was kept stirred at room temperature for 13 hours. Then, 81.0 g (643 mmol) of sodium sulfite was added to the reaction system, followed by removing the solvent by distillation under reduced pressure. Further, hot ethanol was added to... Yields the product [C@H]12[C@@H](O)[C@H](O)[C@H](O)[C@H](O1)CO2 (1,6-anhydro-β-D-altropyranose). Starting materials: [C@H]12[C@@H](O)C=C[C@H](O1)CO2 (1,6-anhydro-3,4-dideoxy-β-D-threo-hex-3-enopyranose), C[N+]1(CCOCC1)[O-] (N-methyl morpholin-N-oxide), resultant solution, S(=O)([O-])[O-].[Na+].[Na+] (sodium sulfite), CC(=O)C (acetone), O (water). Yield: 51.5%. The solvent is C(Cl)(Cl)(Cl)Cl (CCl4). Reactants: CC1=CC=C(OC2=C(C=CC=C2)CC(=O)OC)C=C1 (Methyl 2-(4-Methylphenoxy)Phenylacetate), C1CC(=O)N(C1=O)Br (NBS), CC(C)(C#N)N=NC(C)(C)C#N (AIBN). Procedure details: A solution of the product of Step B (50 mg, 0.205 mmol) NBS (33 mg, 0.9 eq) and AIBN (5 mg, catalytic amount) in CCl4 (2 mL) was heated to reflux for 2 hours, and then concentrated in vacuo. The residue was chromatographed on a flash silica column (20×140 mm) eluted with 5% ethyl acetate/hexane to yield 32 mg (48%) of product (Rf =0.17, 5% ethyl acetate/hexane). Product: BrCC1=CC=C(OC2=C(C=CC=C2)CC(=O)OC)C=C1 (Methyl 2-(4-Bromomethylphenoxy)Phenylacetate). As a reaction SMILES: [CH3:1][C:2]1[CH:19]=[CH:18][C:5]([O:6][C:7]2[CH:12]=[CH:11][CH:10]=[CH:9][C:8]=2[CH2:13][C:14]([O:16][CH3:17])=[O:15])=[CH:4][CH:3]=1.C1C(=O)N([Br:27])C(=O)C1.CC(N=NC(C#N)(C)C)(C#N)C>C(Cl)(Cl)(Cl)Cl>[Br:27][CH2:1][C:2]1[CH:19]=[CH:18][C:5]([O:6][C:7]2[CH:12]=[CH:11][CH:10]=[CH:9][C:8]=2[CH2:13][C:14]([O:16][CH3:17])=[O:15])=[CH:4][CH:3]=1. Reactants: BrC=1C(=CC=C2C=CNC12)F (7-Bromo-6-fluoro-1H-indole), CN(C)C=O (DMF). Reagents/catalysts: [C-]#N.[C-]#N.[Zn+2] (Zn(CN)2). The product is FC1=CC=C2C=CNC2=C1C#N (6-Fluoro-1H-indole-7-carbonitrile). RXN SMILES: Br[C:2]1[C:3]([F:11])=[CH:4][CH:5]=[C:6]2[C:10]=1[NH:9][CH:8]=[CH:7]2.[CH3:12][N:13](C=O)C>[C-]#N.[C-]#N.[Zn+2]>[F:11][C:3]1[C:2]([C:12]#[N:13])=[C:10]2[C:6]([CH:7]=[CH:8][NH:9]2)=[CH:5][CH:4]=1 |f:2.3.4|. Procedure: To a solution of 7-bromo-6-fluoro-1H-indole (D140) (1.0 g) in DMF (15 ml) were added Zn(CN)2 (2.2 g) and then Pd(PPh3)4 (1.1 g) in a microwave tube, then N2 atmosphere was bubbled in. The sealed vial was irradiated in the microwave at 150° C. for 2 hours. After cooling, DCM (80 mL) was added to the resulting mixture which was filtered and the filtrate was concentrated. The crude product was purified by column chromatography to afford 6-fluoro-1H-indole-7-carbonitrile (D141) (0.5 g) as a white so... The reactants are CC1=C(C=C(C=C1)[N+](=O)[O-])NC1=NC=CC(=N1)C=1C=NC=NC1 (N-(2-methyl-5-nitrophenyl)-4,5′-bipyrimidin-2-amine), Stannous chloride dihydrate, C([O-])([O-])=O.[Na+].[Na+] (sodium carbonate). The solvent is Cl (hydrochloric acid). Reaction conditions: time 2 hour. Product: N1=C(N=C(C=C1)C=1C=NC=NC1)NC=1C=C(C=CC1C)N (N(3)-4,5′-Bipyrimidin-2-yl-4-methylbenzene-1,3-diamine). RXN SMILES: [CH3:1][C:2]1[CH:7]=[CH:6][C:5]([N+:8]([O-])=O)=[CH:4][C:3]=1[NH:11][C:12]1[N:17]=[C:16]([C:18]2[CH:19]=[N:20][CH:21]=[N:22][CH:23]=2)[CH:15]=[CH:14][N:13]=1.C(=O)([O-])[O-].[Na+].[Na+]>Cl>[N:13]1[CH:14]=[CH:15][C:16]([C:18]2[CH:19]=[N:20][CH:21]=[N:22][CH:23]=2)=[N:17][C:12]=1[NH:11][C:3]1[CH:4]=[C:5]([NH2:8])[CH:6]=[CH:7][C:2]=1[CH3:1] |f:1.2.3|. Procedure details: Stannous chloride dihydrate (3.6 g, 16 mmol) was dissolved in 10 mL of concentrated hydrochloric acid. The solution was added to N-(2-methyl-5-nitrophenyl)-4,5′-bipyrimidin-2-amine with violent stirring. The mixture was poured into ice-cold water after being stirred for 2 hours. It was then neutralized to pH>8 with sodium carbonate and extracted with ethyl acetate for 4 times. The pooled extracts were washed with brine, dried over magnesium sulfate and finally concentrated under reduced pressure... Reactants: C1(=CC=CC=C1)S(=O)(=O)C1=CC=C2CCCC(C2=C1)=O (7-Benzenesulfonyl-3,4-dihydro-2H-naphthalen-1-one), C1(=CC=CC=C1)S(=O)(=O)C=1C=C2C=CC=C(C2=CC1)CN (C-(6-Benzenesulfonyl-naphthalen-1-yl)-methylamine), Cl.CC1(CNC(NC1)SC)C (5,5-dimethyl-2-methylsulfanyl-hexahydro-pyrimidine hydrochloride). The solvent is C(Cl)Cl (methylene chloride). Run at temperature 150 celsius. Yields the product C1(=CC=CC=C1)S(=O)(=O)C=1C=C2C=CC=C(C2=CC1)CN (C-(6-Benzenesulfonyl-naphthalen-1-yl)-methylamine), C1(=CC=CC=C1)S(=O)(=O)C1=CC=C2C=CC=C(C2=C1)CNC=1NCC(CN1)(C)C ((7-benzenesulfonyl-naphthalen-1-ylmethyl)-(5,5-dimethyl-1,4,5,6-tetrahydro-pyrimidin-2-yl)-amine). As a reaction SMILES: [C:1]1([S:7]([C:10]2[CH:19]=[C:18]3[C:13]([CH2:14][CH2:15][CH2:16][C:17]3=O)=[CH:12][CH:11]=2)(=[O:9])=[O:8])[CH:6]=[CH:5][CH:4]=[CH:3][CH:2]=1.[C:21]1([S:27]([C:30]2[CH:31]=[C:32]3[C:37](=[CH:38][CH:39]=2)[C:36]([CH2:40][NH2:41])=[CH:35][CH:34]=[CH:33]3)(=[O:29])=[O:28])[CH:26]=[CH:25][CH:24]=[CH:23][CH:22]=1.Cl.[CH3:43][C:44]1([CH3:52])[CH2:49][NH:48][CH:47](SC)[NH:46][CH2:45]1>C(Cl)Cl>[C:21]1([S:27]([C:30]2[CH:31]=[C:32]3[C:37](=[CH:38][CH:39]=2)[C:36]([CH2:40][NH2:41])=[CH:35][CH:34]=[CH:33]3)(=[O:29])=[O:28])[CH:22]=[CH:23][CH:24]=[CH:25][CH:26]=1.[C:1]1([S:7]([C:10]2[CH:19]=[C:18]3[C:13]([CH:14]=[CH:15][CH:16]=[C:17]3[CH2:40][NH:41][C:47]3[NH:46][CH2:45][C:44]([CH3:52])([CH3:43])[CH2:49][N:48]=3)=[CH:12][CH:11]=2)(=[O:9])=[O:8])[CH:6]=[CH:5][CH:4]=[CH:3][CH:2]=1 |f:2.3|. Procedure details: C-(6-Benzenesulfonyl-naphthalen-1-yl)-methylamine is prepared from 7-Benzenesulfonyl-3,4-dihydro-2H-naphthalen-1-one following the procedures of Examples 1 and 2. C-(6-Benzenesulfonyl-naphthalen-1-yl)-methylamine and 5,5-dimethyl-2-methylsulfanyl-hexahydro-pyrimidine hydrochloride are added to methylene chloride, and the reaction mixture is heated to gentle reflux until all of the solvent is evaporated. The reaction mixture is heated to 150° C. and then cooled. The resulting mixture is basified ... Reactants: BrC1=C(SC=2N(C(N(C(C21)=O)C)=O)CC(C)C)CC2=C(C=CC=C2)C(F)(F)F (5-bromo-3-methyl-1-(2-methylpropyl)-6-[[2-(trifluoromethyl)phenyl]methyl]-thieno[2,3-d]pyrimidine-2,4(1H,3H)-dione), C1(CCCC1)C=C (cyclopentyl-ethene). Product: C1(CCCC1)\C=C/C1=C(SC=2N(C(N(C(C21)=O)C)=O)CC(C)C)CC2=C(C=CC=C2)C(F)(F)F ((Z)-5-[2-cyclopentylethenyl]-3-methyl-1-(2-methylpropyl)-6-[[2-(trifluoromethyl)phenyl]methyl]-thieno[2,3-d]pyrimidine-2,4(1H,3H)-dione). Reaction SMILES: Br[C:2]1[C:10]2[C:9](=[O:11])[N:8]([CH3:12])[C:7](=[O:13])[N:6]([CH2:14][CH:15]([CH3:17])[CH3:16])[C:5]=2[S:4][C:3]=1[CH2:18][C:19]1[CH:24]=[CH:23][CH:22]=[CH:21][C:20]=1[C:25]([F:28])([F:27])[F:26].[CH:29]1([CH:34]=[CH2:35])[CH2:33][CH2:32][CH2:31][CH2:30]1>>[CH:29]1(/[CH:34]=[CH:35]\[C:2]2[C:10]3[C:9](=[O:11])[N:8]([CH3:12])[C:7](=[O:13])[N:6]([CH2:14][CH:15]([CH3:17])[CH3:16])[C:5]=3[S:4][C:3]=2[CH2:18][C:19]2[CH:24]=[CH:23][CH:22]=[CH:21][C:20]=2[C:25]([F:28])([F:27])[F:26])[CH2:33][CH2:32][CH2:31][CH2:30]1. Procedure: Prepared using 5-bromo-3-methyl-1-(2-methylpropyl)-6-[[2-(trifluoromethyl)phenyl]methyl]-thieno[2,3-d]pyrimidine-2,4(1H,3H)-dione and cyclopentyl-ethene. The crude product was purified by flash silica chromatography eluting with a gradient of 5-20% ethanol in dichloromethane to give the title compound as a yellow oil (0.17 g).